The task is: describe an organic reaction: reactants, conditions, products, and yield. This data is from the Open Reaction Database (ORD), a public repository of structured organic reaction records. The reactants are CCCC[Sn](Cl)(CCCC)CCCC, CN(C)CCO, CCCCCC, [Li]CCCC, O, c1ccc(N2CCOCC2)nc1. Yields the product CCCC[Sn](CCCC)(CCCC)c1cccc(N2CCOCC2)n1. RXN SMILES: [CH2:24]([CH2:25][CH2:26][CH3:27])[Sn:28]([CH2:29][CH2:30][CH2:31][CH3:32])([CH2:33][CH2:34][CH2:35][CH3:36])[Cl:37].[CH3:1][N:2]([CH3:3])[CH2:4][CH2:5][OH:6].[CH3:38][CH2:39][CH2:40][CH2:41][CH2:42][CH3:43].[CH3:7][CH2:8][CH2:9][CH2:10][Li:11].[OH2:44].[n:12]1[c:13]([N:18]2[CH2:19][CH2:20][O:21][CH2:22][CH2:23]2)[cH:14][cH:15][cH:16][cH:17]1>>[n:12]1[c:13]([N:18]2[CH2:19][CH2:20][O:21][CH2:22][CH2:23]2)[cH:14][cH:15][cH:16][c:17]1[Sn:28]([CH2:24][CH2:25][CH2:26][CH3:27])([CH2:29][CH2:30][CH2:31][CH3:32])[CH2:33][CH2:34][CH2:35][CH3:36]. Procedure: Aqueous 1 N sodium hydroxide solution (8 ml, 8 mmols) was added to a solution of ethyl N-[2-[3-(tert-butoxycarbonylaminomethyl)phenoxy]-4-chlorophenyl]-N-(4-hydroxybenzyl)succinamate (2.57 g, 4 mmols) in tetrahydrofuran (10 ml) and ethanol (10 ml). The resulting mixture was stirred at room temperature for 2 hours. Water was added to the reaction mixture, which was then acidified with 1 N hydrochloric acid added thereto. Then, this was extracted with ethyl acetate. The extract was washed with wat... As a reaction SMILES: [OH-].[Na+].[C:3]([O:7][C:8]([NH:10][CH2:11][C:12]1[CH:13]=[C:14]([CH:41]=[CH:42][CH:43]=1)[O:15][C:16]1[CH:21]=[C:20]([Cl:22])[CH:19]=[CH:18][C:17]=1[N:23]([CH2:33][C:34]1[CH:39]=[CH:38][C:37]([OH:40])=[CH:36][CH:35]=1)[C:24](=[O:32])[CH2:25][CH2:26][C:27]([O:29]CC)=[O:28])=[O:9])([CH3:6])([CH3:5])[CH3:4].O.Cl>O1CCCC1.C(O)C>[C:3]([O:7][C:8]([NH:10][CH2:11][C:12]1[CH:13]=[C:14]([CH:41]=[CH:42][CH:43]=1)[O:15][C:16]1[CH:21]=[C:20]([Cl:22])[CH:19]=[CH:18][C:17]=1[N:23]([CH2:33][C:34]1[CH:35]=[CH:36][C:37]([OH:40])=[CH:38][CH:39]=1)[C:24](=[O:32])[CH2:25][CH2:26][C:27]([OH:29])=[O:28])=[O:9])([CH3:6])([CH3:4])[CH3:5] |f:0.1|. The product is C(C)(C)(C)OC(=O)NCC=1C=C(OC2=C(C=CC(=C2)Cl)N(C(CCC(=O)O)=O)CC2=CC=C(C=C2)O)C=CC1 (N-[2-[3-(tert-butoxycarbonylaminomethyl)phenoxy]-4-chlorophenyl]-N-(4-hydroxybenzyl) succinamic acid). Solvent: O1CCCC1 (tetrahydrofuran), C(C)O (ethanol). Starting materials: [OH-].[Na+] (sodium hydroxide), C(C)(C)(C)OC(=O)NCC=1C=C(OC2=C(C=CC(=C2)Cl)N(C(CCC(=O)OCC)=O)CC2=CC=C(C=C2)O)C=CC1 (ethyl N-[2-[3-(tert-butoxycarbonylaminomethyl)phenoxy]-4-chlorophenyl]-N-(4-hydroxybenzyl)succinamate), Cl (hydrochloric acid), O (Water). Run at time 2 hour. Isolated yield 66.2%. Starting materials: C([O-])([O-])=O.[K+].[K+] (potassium carbonate), C(C1=CC=CC=C1)Cl (benzyl chloride), ClC=1C=C2C=C(NC2=CC1)C(=O)OCC (Ethyl 5-chloroindole-2-carboxylate). The solvent is CN(C=O)C (N,N-dimethylformamide). Conditions: time 1.5 hour. Yields the product C(C1=CC=CC=C1)N1C(=CC2=CC(=CC=C12)Cl)C(=O)OCC (Ethyl 1-benzyl-5-chloroindole-2-carboxylate). As a reaction SMILES: [Cl:1][C:2]1[CH:3]=[C:4]2[C:8](=[CH:9][CH:10]=1)[NH:7][C:6]([C:11]([O:13][CH2:14][CH3:15])=[O:12])=[CH:5]2.C(=O)([O-])[O-].[K+].[K+].[CH2:22](Cl)[C:23]1[CH:28]=[CH:27][CH:26]=[CH:25][CH:24]=1>CN(C)C=O>[CH2:22]([N:7]1[C:8]2[C:4](=[CH:3][C:2]([Cl:1])=[CH:10][CH:9]=2)[CH:5]=[C:6]1[C:11]([O:13][CH2:14][CH3:15])=[O:12])[C:23]1[CH:28]=[CH:27][CH:26]=[CH:25][CH:24]=1 |f:1.2.3|. Procedure details: Ethyl 5-chloroindole-2-carboxylate (1.4 g) was dissolved in N,N-dimethylformamide (30 ml), and potassium carbonate (2.9 g) and benzyl chloride (2.4 ml) were added. The mixture was heated and stirred for 1.5 hours on a hot bath controlled to 100° C. The reaction mixture was concentrated under reduced pressure, and the residue was poured into ice water and extracted with ethyl acetate. The resultant organic layer was washed with saturated aqueous solution of sodium chloride and dried over anhydrou... Reactants: azobisisobutylnitrile, BrN1C(CCC1=O)=O (N-bromosuccinimide), ClC=1C2=C(SC1C(=O)OCC)C=C(C=C2)C (ethyl 3-chloro-6-methylbenzo[b]thiophene-2-carboxylate). The solvent is ClC(Cl)(Cl)Cl (tetrachloromethane). Yields the product BrCC=1C=CC2=C(SC(=C2Cl)C(=O)OCC)C1 (Ethyl 6-bromomethyl-3-chlorobenzo[b]thiophene-2-carboxylate). Isolated yield 102.3%. Reaction SMILES: [Br:1]N1C(=O)CCC1=O.[Cl:9][C:10]1[C:11]2[CH:23]=[CH:22][C:21]([CH3:24])=[CH:20][C:12]=2[S:13][C:14]=1[C:15]([O:17][CH2:18][CH3:19])=[O:16]>ClC(Cl)(Cl)Cl>[Br:1][CH2:24][C:21]1[CH:22]=[CH:23][C:11]2[C:10]([Cl:9])=[C:14]([C:15]([O:17][CH2:18][CH3:19])=[O:16])[S:13][C:12]=2[CH:20]=1. Reported procedure: Catalytic azobisisobutylnitrile (AIBN, 0.28 g) and N-bromosuccinimide (4.8 g, 26.8 mmol) were added to a solution of ethyl 3-chloro-6-methylbenzo[b]thiophene-2-carboxylate (Preparation 9, 6.5 g, 25.5 mmol) in tetrachloromethane (50 ml), under a nitrogen atmosphere. The mixture was heated to reflux for 5 hours, cooled, and then loaded onto a silica gel column. The product was eluted with a gradient mixture of dichloromethane and hexane (initially 30:70 increasing to 50:50, and then 70:30). The so... The product is FC1=C2C(=CNC2=CC(=C1C1=CC=C(C=C1)C1(COC1)O)F)C(=O)O (4,6-difluoro-5-[4-(3-hydroxyoxetan-3-yl)phenyl]-1H-indole-3-carboxylic acid). Run in C(C)(C)(C)O (tert-butanol), C(C)#N (acetonitrile), O (water). Run at temperature 0 celsius, time 5 hour. The yield is 10.4%. RXN SMILES: [F:1][C:2]1[C:10]([C:11]2[CH:16]=[CH:15][C:14]([C:17]3([OH:21])[CH2:20][O:19][CH2:18]3)=[CH:13][CH:12]=2)=[C:9]([F:22])[CH:8]=[C:7]2[C:3]=1[C:4]([CH:23]=[O:24])=[CH:5][NH:6]2.CC(=CC)C.Cl([O-])=[O:31].[Na+].O.OP([O-])(O)=O.[Na+]>C(#N)C.O.C(O)(C)(C)C>[F:1][C:2]1[C:10]([C:11]2[CH:16]=[CH:15][C:14]([C:17]3([OH:21])[CH2:20][O:19][CH2:18]3)=[CH:13][CH:12]=2)=[C:9]([F:22])[CH:8]=[C:7]2[C:3]=1[C:4]([C:23]([OH:31])=[O:24])=[CH:5][NH:6]2 |f:2.3,4.5.6|. Procedure: A solution of 4,6-difluoro-5-[4-(3-hydroxyoxetan-3-yl)phenyl]-1H-indole-3-carbaldehyde (38 mg, 0.12 mmol) was dissolved in acetonitrile (1 mL) and warm tert-butanol (0.3 mL). The reaction mixture was treated with 2-methyl-2-butene (0.3 ml), cooled to 0° C., and treated with a solution of sodium chlorite (199 mg, 2.36 mmol) and sodium phosphate monobasic hydrate (332 mg, 2.41 mmol) in water (1 mL) via addition funnel. The ice bath was removed, and the reaction mixture was warmed to room temperatu... The reactants are FC1=C2C(=CNC2=CC(=C1C1=CC=C(C=C1)C1(COC1)O)F)C=O (4,6-difluoro-5-[4-(3-hydroxyoxetan-3-yl)phenyl]-1H-indole-3-carbaldehyde), Cl(=O)[O-].[Na+] (sodium chlorite), O.OP(=O)(O)[O-].[Na+] (sodium phosphate monobasic hydrate), CC(C)=CC (2-methyl-2-butene). Starting materials: desired intermediate, C([O-])([O-])=O.[K+].[K+] (Potassium carbonate), BrC=1C(=NC(=NC1C(C)C)O)C1=CC=C(C=C1)F (5-Bromo-4-(4-fluorophenyl)-6-isopropylpyrimidin-2-ol), C([O-])([O-])=O.[K+].[K+] (potassium carbonate), C1(=CC=C(C=C1)S(=O)(=O)Cl)C (p-Toluenesulfonyl chloride), CNS(=O)(=O)C (N-methylmethanesulfonamide). Run in O (water), C(C)(=O)OCCCC (butyl acetate), C(C)(=O)OCCCC (butyl acetate), C(C)(=O)OCCCC (butyl acetate). Run at temperature 120 celsius, time 2.5 hour. Yields the product BrC=1C(=NC(=NC1C(C)C)N(S(=O)(=O)C)C)C1=CC=C(C=C1)F (N-(5-Bromo-4-(4-fluorophenyl)-6-isopropylpyrimidin-2-yl)-N-methylmethanesulfonamide). Yield: 38.1%. RXN SMILES: [Br:1][C:2]1[C:3]([C:12]2[CH:17]=[CH:16][C:15]([F:18])=[CH:14][CH:13]=2)=[N:4][C:5](O)=[N:6][C:7]=1[CH:8]([CH3:10])[CH3:9].C(=O)([O-])[O-].[K+].[K+].C1(C)C=CC(S(Cl)(=O)=O)=CC=1.[CH3:36][NH:37][S:38]([CH3:41])(=[O:40])=[O:39]>O.C(OCCCC)(=O)C>[Br:1][C:2]1[C:3]([C:12]2[CH:17]=[CH:16][C:15]([F:18])=[CH:14][CH:13]=2)=[N:4][C:5]([N:37]([CH3:36])[S:38]([CH3:41])(=[O:40])=[O:39])=[N:6][C:7]=1[CH:8]([CH3:10])[CH3:9] |f:1.2.3|. Reported procedure: 5-Bromo-4-(4-fluorophenyl)-6-isopropylpyrimidin-2-ol (62.2 g, 199 mmol), potassium carbonate (35.83 g, 259 mmol) and butyl acetate (435.4 mL) were charged to a 2 L multi-neck flask and stirred/heated to 42° C. p-Toluenesulfonyl chloride (41.83 g, 219 mmol) was then added in portions over 50 minutes, maintaining the temperature at ≦45° C. The reaction was stirred at this temp for 2.5 hours, at which point LCMS showed only the desired intermediate (MH+=467) present. Potassium carbonate (41.25 g, 2... Reactants: CC(C)(C)OC(=O)CCCCl, Fc1ncc[nH]1. Product: CC(C)(C)OC(=O)CCCn1ccnc1F. As a reaction SMILES: [C:7]([CH3:8])([CH3:9])([CH3:10])[O:11][C:12]([CH2:13][CH2:14][CH2:15][Cl:16])=[O:17].[F:1][c:2]1[nH:3][cH:4][cH:5][n:6]1>>[F:1][c:2]1[n:3]([CH2:15][CH2:14][CH2:13][C:12]([O:11][C:7]([CH3:8])([CH3:9])[CH3:10])=[O:17])[cH:4][cH:5][n:6]1.